Dataset: the Open Reaction Database (ORD), a public repository of structured organic reaction records. Task: describe an organic reaction: reactants, conditions, products, and yield Starting materials: BrC=1SC2=C(N1)C=CC(=C2)O (2-Bromo-6-hydroxybenzothiazole), Cl.C(C)(C)N1CCNCC1 (1-isopropyl-piperazine hydrochloride), C([O-])([O-])=O.[K+].[K+] (potassium carbonate). The solvent is CN(C=O)C (N,N-dimethylformamide). Conditions: temperature 100 celsius, time 18 hour. The product is C(C)(C)N1CCN(CC1)C=1SC2=C(N1)C=CC(=C2)O (2-(4-Isopropyl-piperazin-1-yl)-benzothiazol-6-ol). Isolated yield 18.0%. As a reaction SMILES: Br[C:2]1[S:3][C:4]2[CH:10]=[C:9]([OH:11])[CH:8]=[CH:7][C:5]=2[N:6]=1.Cl.[CH:13]([N:16]1[CH2:21][CH2:20][NH:19][CH2:18][CH2:17]1)([CH3:15])[CH3:14].C(=O)([O-])[O-].[K+].[K+]>CN(C)C=O>[CH:13]([N:16]1[CH2:21][CH2:20][N:19]([C:2]2[S:3][C:4]3[CH:10]=[C:9]([OH:11])[CH:8]=[CH:7][C:5]=3[N:6]=2)[CH2:18][CH2:17]1)([CH3:15])[CH3:14] |f:1.2,3.4.5|. Reported procedure: 2-Bromo-6-hydroxybenzothiazole (345 mg, 1.5 mmol), 1-isopropyl-piperazine hydrochloride (271 mg, 1.65 mmol) and dry potassium carbonate (828 mg, 6.00 mmol), were dissolved in 6 mL, of dry N,N-dimethylformamide. The resulted pale brown solution was stirred at 100° C. for 18 h in a closed vial. The reaction mixture was evaporated, suspended in 20 mL of water and extracted with dichloromethane (3×15 mL). The combined organic layers were washed with saturated sodium bicarbonate and brine, then dried... Reactants: COc1cc(OCc2sc(-c3ccc(C(F)(F)F)cc3)nc2COC(C)=O)ccc1-c1noc(=O)[nH]1, CO, [Li+], [OH-]. Product: COc1cc(OCc2sc(-c3ccc(C(F)(F)F)cc3)nc2CO)ccc1-c1noc(=O)[nH]1. RXN SMILES: [CH3:1][O:2][c:3]1[cH:4][c:5]([O:6][CH2:7][c:8]2[c:9]([CH2:23][O:24][C:25](=[O:26])[CH3:27])[n:10][c:11](-[c:13]3[cH:14][cH:15][c:16]([C:19]([F:20])([F:21])[F:22])[cH:17][cH:18]3)[s:12]2)[cH:28][cH:29][c:30]1-[c:31]1[n:32][o:33][c:34](=[O:36])[nH:35]1.[CH3:39][OH:40].[Li+:37].[OH-:38]>>[CH3:1][O:2][c:3]1[cH:4][c:5]([O:6][CH2:7][c:8]2[c:9]([CH2:23][OH:24])[n:10][c:11](-[c:13]3[cH:14][cH:15][c:16]([C:19]([F:20])([F:21])[F:22])[cH:17][cH:18]3)[s:12]2)[cH:28][cH:29][c:30]1-[c:31]1[n:32][o:33][c:34](=[O:36])[nH:35]1.